From a dataset of the Open Reaction Database (ORD), a public repository of structured organic reaction records. describe an organic reaction: reactants, conditions, products, and yield Starting materials: [Cl-].ClCC[NH2+]C(C)CC (N-(2-chloroethyl)-N-(2-butyl)ammonium chloride), CC1=C(C=CC(=C1)[N+](=O)[O-])N=C=S (2-methyl-4-nitrophenyl isothiocyanate). Yields the product CC1=C(C=CC(=C1)[N+](=O)[O-])N=C1SCCN1C(C)CC (2-(2-methyl-4-nitrophenylimino)-3-(2-butyl)-1,3-thiazolidine). RXN SMILES: [Cl-].Cl[CH2:3][CH2:4][NH2+:5][CH:6]([CH2:8][CH3:9])[CH3:7].[CH3:10][C:11]1[CH:16]=[C:15]([N+:17]([O-:19])=[O:18])[CH:14]=[CH:13][C:12]=1[N:20]=[C:21]=[S:22]>>[CH3:10][C:11]1[CH:16]=[C:15]([N+:17]([O-:19])=[O:18])[CH:14]=[CH:13][C:12]=1[N:20]=[C:21]1[N:5]([CH:6]([CH2:8][CH3:9])[CH3:7])[CH2:4][CH2:3][S:22]1 |f:0.1|. Procedure details: 2-Butylamine was converted to N-(2-hydroxyethyl)-N-(2-butyl)amine according to Method B5a. The amine was reacted with SOCl2 according to Method B7a to give N-(2-chloroethyl)-N-(2-butyl)ammonium chloride. The chloroethylamine was reacted with 2-methyl-4-nitrophenyl isothiocyanate according to Method C1a to give to give 2-(2-methyl-4-nitrophenylimino)-3-(2-butyl)-1,3-thiazolidine.